This data is from the Open Reaction Database (ORD), a public repository of structured organic reaction records. The task is: describe an organic reaction: reactants, conditions, products, and yield The reactants are CCO, O=[N+]([O-])c1cccc(C(Cl)C(Cl)Cl)c1, [K+], [OH-]. Yields the product O=[N+]([O-])c1cccc(C(Cl)=CCl)c1. Reaction SMILES: [CH3:17][CH2:18][OH:19].[Cl:3][CH:4]([CH:5]([c:6]1[cH:7][c:8]([N+:12](=[O:13])[O-:14])[cH:9][cH:10][cH:11]1)[Cl:15])[Cl:16].[K+:2].[OH-:1]>>[Cl:3][CH:4]=[C:5]([c:6]1[cH:7][c:8]([N+:12](=[O:13])[O-:14])[cH:9][cH:10][cH:11]1)[Cl:15].